Dataset: the Open Reaction Database (ORD), a public repository of structured organic reaction records. Task: describe an organic reaction: reactants, conditions, products, and yield The product is Brc1ccc2cn(Cc3ccccc3)nc2c1. Reactants: BrCc1ccccc1, Brc1ccc2cn[nH]c2c1, CCOC(C)=O, C1COCCO1. Reaction SMILES: [Br:11][CH2:12][c:13]1[cH:14][cH:15][cH:16][cH:17][cH:18]1.[Br:1][c:2]1[cH:3][cH:4][c:5]2[cH:6][n:7][nH:8][c:9]2[cH:10]1.[CH3:19][CH2:20][O:21][C:22]([CH3:23])=[O:24].[O:25]1[CH2:26][CH2:27][O:28][CH2:29][CH2:30]1>>[Br:1][c:2]1[cH:3][cH:4][c:5]2[cH:6][n:7]([CH2:12][c:13]3[cH:14][cH:15][cH:16][cH:17][cH:18]3)[n:8][c:9]2[cH:10]1. The reactants are O=C([O-])[O-], Cc1ccc(O)cn1, CN(C)C=O, O=Cc1ccc(Cl)cc1, [K+], [K+], [Na+], [Na+], O=C([O-])[O-]. Product: Cc1ccc(Oc2ccc(C=O)cc2)cn1. Reaction SMILES: [C:18](=[O:19])([O-:20])[O-:21].[CH3:1][c:2]1[n:3][cH:4][c:5]([OH:8])[cH:6][cH:7]1.[CH3:30][N:31]([CH3:32])[CH:33]=[O:34].[Cl:9][c:10]1[cH:11][cH:12][c:13]([CH:14]=[O:15])[cH:16][cH:17]1.[K+:22].[K+:23].[Na+:24].[Na+:25].[O-:26][C:27](=[O:28])[O-:29]>>[CH3:1][c:2]1[n:3][cH:4][c:5]([O:8][c:10]2[cH:11][cH:12][c:13]([CH:14]=[O:15])[cH:16][cH:17]2)[cH:6][cH:7]1. Starting materials: C=C(ON1C(=O)c2ccccc2C1=O)C(=O)OC(C)(C)C, ClCCl, CO, NN, O. Product: C=C(ON)C(=O)OC(C)(C)C. Reaction SMILES: [C:1]([CH3:2])([CH3:3])([CH3:4])[O:5][C:6](=[O:7])[C:8](=[CH2:9])[O:10][N:11]1[C:12](=[O:13])[c:14]2[cH:15][cH:16][cH:17][cH:18][c:19]2[C:20]1=[O:21].[CH2:25]([Cl:26])[Cl:27].[CH3:28][OH:29].[NH2:23][NH2:24].[OH2:22]>>[C:1]([CH3:2])([CH3:3])([CH3:4])[O:5][C:6](=[O:7])[C:8](=[CH2:9])[O:10][NH2:11].